Dataset: the Open Reaction Database (ORD), a public repository of structured organic reaction records. Task: describe an organic reaction: reactants, conditions, products, and yield Reactants: C, CCO, O=C(N1CCN(Cc2ccccc2)CC12CC2)C(F)(F)F, CCO, Cl, [Pd]. The product is Cl, O=C(N1CCNCC12CC2)C(F)(F)F. Reaction SMILES: [C:26].[CH2:1]([OH:2])[CH3:3].[CH2:5]([c:6]1[cH:7][cH:8][cH:9][cH:10][cH:11]1)[N:12]1[CH2:13][CH2:14][N:15]([C:20]([C:21]([F:22])([F:23])[F:24])=[O:25])[C:16]2([CH2:17][CH2:18]2)[CH2:19]1.[CH3:28][CH2:29][OH:30].[ClH:4].[Pd:27]>>[ClH:4].[NH:12]1[CH2:13][CH2:14][N:15]([C:20]([C:21]([F:22])([F:23])[F:24])=[O:25])[C:16]2([CH2:17][CH2:18]2)[CH2:19]1.